From a dataset of the Open Reaction Database (ORD), a public repository of structured organic reaction records. describe an organic reaction: reactants, conditions, products, and yield The reactants are BrC1=C(C=CC(=C1)F)O (2-bromo-4-fluorophenol), BrC1=C(C=C(C=C1)F)O[C@@H](C)CC=C ((S)-1-bromo-4-fluoro-2-(pent-4-en-2-yloxy)benzene). The product is BrC1=C(C=CC(=C1)F)O[C@@H](C)CC=C ((S)-2-Bromo-4-fluoro-1-(pent-4-en-2-yloxy)benzene). Isolated yield 88.0%. RXN SMILES: [Br:1][C:2]1[CH:7]=[C:6]([F:8])[CH:5]=[CH:4][C:3]=1[OH:9].Br[C:11]1[CH:16]=[CH:15]C(F)=[CH:13][C:12]=1O[C@H](CC=C)C>>[Br:1][C:2]1[CH:7]=[C:6]([F:8])[CH:5]=[CH:4][C:3]=1[O:9][C@H:16]([CH2:11][CH:12]=[CH2:13])[CH3:15]. Procedure: Prepared from 2-bromo-4-fluorophenol in 88% yield following the same procedure as (S)-1-bromo-4-fluoro-2-(pent-4-en-2-yloxy)benzene. 1H NMR (400 MHz, CDCl3) δ 7.39-7.33 (m, 1H), 7.30 (dd, J=8.0, 3.0 Hz, 1H), 7.01-6.94 (m, 1H), 6.91-6.85 (m, 1H), 5.90 (ddt, J=17.2, 10.2, 7.0 Hz, 1H), 5.20-5.10 (m, 2H), 4.36 (sxt, J=6.1 Hz, 1H), 2.58-2.49 (m, 1H), 2.45-2.36 (m, 1H), 1.34 (d, J=6.0 Hz, 3H). The reactants are Br, O=C(OCc1ccccc1)N1CCCC1(C(=O)O)C(=O)Nc1cccc(O)c1, CC(=O)O. Yields the product Br, O=C(O)C1(C(=O)Nc2cccc(O)c2)CCCN1. Reaction SMILES: [BrH:29].[C:1]([O:2][CH2:3][c:4]1[cH:5][cH:6][cH:7][cH:8][cH:9]1)(=[O:10])[N:11]1[C:12]([C:13](=[O:14])[OH:15])([C:19](=[O:20])[NH:21][c:22]2[cH:23][c:24]([OH:28])[cH:25][cH:26][cH:27]2)[CH2:16][CH2:17][CH2:18]1.[C:30]([OH:31])(=[O:32])[CH3:33]>>[BrH:29].[NH:11]1[C:12]([C:13](=[O:14])[OH:15])([C:19](=[O:20])[NH:21][c:22]2[cH:23][c:24]([OH:28])[cH:25][cH:26][cH:27]2)[CH2:16][CH2:17][CH2:18]1. The reactants are C(=O)C1=CC(=C(C(=O)OC)C=C1)C (methyl 4-formyl-2-methylbenzoate), N1CCCCC1 (piperidine), C(#N)[BH3-].[Na+] (sodium cyanoborohydride). Reagents/catalysts: C(C)(=O)O (acetic acid). The solvent is CO (methanol). Conditions: time 24 hour. Product: CC1=C(C(=O)OC)C=CC(=C1)CN1CCCCC1 (methyl 2-methyl-4-(piperidin-1-ylmethyl)benzoate). Isolated yield 73.5%. RXN SMILES: [CH:1]([C:3]1[CH:12]=[CH:11][C:6]([C:7]([O:9][CH3:10])=[O:8])=[C:5]([CH3:13])[CH:4]=1)=O.[NH:14]1[CH2:19][CH2:18][CH2:17][CH2:16][CH2:15]1.C([BH3-])#N.[Na+]>CO.C(O)(=O)C>[CH3:13][C:5]1[CH:4]=[C:3]([CH2:1][N:14]2[CH2:19][CH2:18][CH2:17][CH2:16][CH2:15]2)[CH:12]=[CH:11][C:6]=1[C:7]([O:9][CH3:10])=[O:8] |f:2.3|. Procedure details: To a solution of methyl 4-formyl-2-methylbenzoate (300 mg, 1.7 mmol) and piperidine (92 mg, 1.1 mmol) in methanol (50 mL) was added acetic acid (1 drop) followed by sodium cyanoborohydride (221 mg, 3.5 mmol). The mixture was stirred at room temperature for 24 hours. The mixture was filtered, acidified with concentrated hydrochloride acid (1 mL) and concentrated in vacuo. To the residue, water (50 mL) was added. The mixture was extracted with dichloromethane (50 mL). The combined organic phase wa... The reactants are C(=O)(OC(C)(C)C)N1CCCC[C@@H]1C (N-BOC-6(S)-methyl-piperidine), I(=O)(=O)(=O)[O-].[Na+] (sodium periodate). Reagents/catalysts: O.[Ru](=O)=O (Ruthenium(IV) oxide hydrate). Solvent: C(C)(=O)OCC (ethyl acetate), O (water). Reaction conditions: time 24 hour. The product is C(=O)(OC(C)(C)C)N1C(CCC[C@@H]1C)=O (N-BOC-6(S)-methyl-piperid-2-one). Isolated yield 58.6%. Reaction SMILES: [C:1]([N:8]1[C@@H:13]([CH3:14])[CH2:12][CH2:11][CH2:10][CH2:9]1)([O:3][C:4]([CH3:7])([CH3:6])[CH3:5])=[O:2].I([O-])(=O)(=O)=[O:16].[Na+]>C(OCC)(=O)C.O.O.[Ru](=O)=O>[C:1]([N:8]1[C@@H:13]([CH3:14])[CH2:12][CH2:11][CH2:10][C:9]1=[O:16])([O:3][C:4]([CH3:7])([CH3:6])[CH3:5])=[O:2] |f:1.2,5.6|. Procedure: Ruthenium(IV) oxide hydrate (0.8 g, 0.006 mol) then a solution of N-BOC-6(S)-methyl-piperidine (4.00 g, 0.020 mol) in ethyl acetate (240 ml) were added to a solution of sodium periodate (21.36 g, 0.100 mole) in water (200 ml) and strongly stirred for 24 hours at room temperature under argon atmosphere. After separation the aqueous phase was extracted with ethyl acetate (3×100 ml). The combined organic phases were dried with magnesium sulfate and then treated with activated carbon, giving a color... Reaction conditions: time 30 minute. Yields the product O[C@@H]1C[C@@H](CCC1)NC1=NC(=NC=C1C(=O)O)SC (4-((1R,3S)-3-Hydroxycyclohexylamino)-2-(methylthio)pyrimidine-5-carboxylic acid). Run in C(C)O (ethanol). Reaction SMILES: [OH:1][C@H:2]1[CH2:7][CH2:6][CH2:5][C@@H:4]([NH:8][C:9]2[C:14]([C:15]([O:17]CC)=[O:16])=[CH:13][N:12]=[C:11]([S:20][CH3:21])[N:10]=2)[CH2:3]1.[OH-].[Na+]>C(O)C>[OH:1][C@H:2]1[CH2:7][CH2:6][CH2:5][C@@H:4]([NH:8][C:9]2[C:14]([C:15]([OH:17])=[O:16])=[CH:13][N:12]=[C:11]([S:20][CH3:21])[N:10]=2)[CH2:3]1 |f:1.2|. Procedure: Ethyl 4-((1R,3S)-3-hydroxycyclohexylamino)-2-(methylthio)-pyrimidine-5-carboxylate (5 g, 16.06 mmol) was dissolved in ethanol (50 mL) before adding sodium hydroxide solution (2 M in water, 20 mL, 40.0 mmol) and stirring at room temperature. After 30 min, LCMS shows mostly desired product mass. The reaction mixture was neutralized by addition of saturated aqueous citric acid solution. The resulting precipitate was filtered and dried to give 4-((1R,3S)-3-hydroxycyclohexylamino)-2-(methylthio)pyrim... Reactants: O[C@@H]1C[C@@H](CCC1)NC1=NC(=NC=C1C(=O)OCC)SC (Ethyl 4-((1R,3S)-3-hydroxycyclohexylamino)-2-(methylthio)-pyrimidine-5-carboxylate), [OH-].[Na+] (sodium hydroxide). Reactants: C12(CC3CC(CC(C1)C3)C2)CNC2=C(C(=O)C3=CC=CC=C3)C=C(C=C2)[N+](=O)[O-] (2-(1-adamantylmethyl-amino)-5-nitrobenzophenone), C(N)(OCC)=O (ethyl carbamate), C(C)O (ethanol). The reagents and catalysts are [Cl-].[Zn+2].[Cl-] (zinc chloride). The solvent is C(Cl)(Cl)Cl (chloroform). Run at time 1 hour. Yields the product C12(CC3CC(CC(C1)C3)C2)CN2C(N=C(C3=CC(=CC=C23)[N+](=O)[O-])C2=CC=CC=C2)=O (1-(1-adamantylmethyl)-4-phenyl-6-nitro-2(1H)-quinazolinone). Reaction SMILES: [C:1]12([CH2:11][NH:12][C:13]3[CH:26]=[CH:25][C:24]([N+:27]([O-:29])=[O:28])=[CH:23][C:14]=3[C:15]([C:17]3[CH:22]=[CH:21][CH:20]=[CH:19][CH:18]=3)=O)[CH2:10][CH:5]3[CH2:6][CH:7]([CH2:9][CH:3]([CH2:4]3)[CH2:2]1)[CH2:8]2.[C:30](=[O:35])(OCC)[NH2:31].C(O)C>[Cl-].[Zn+2].[Cl-].C(Cl)(Cl)Cl>[C:1]12([CH2:11][N:12]3[C:13]4[C:14](=[CH:23][C:24]([N+:27]([O-:29])=[O:28])=[CH:25][CH:26]=4)[C:15]([C:17]4[CH:22]=[CH:21][CH:20]=[CH:19][CH:18]=4)=[N:31][C:30]3=[O:35])[CH2:10][CH:5]3[CH2:6][CH:7]([CH2:9][CH:3]([CH2:4]3)[CH2:2]1)[CH2:8]2 |f:3.4.5|. Reported procedure: A mixture of 3.9 g of 2-(1-adamantylmethyl-amino)-5-nitrobenzophenone, 6.4 g of ethyl carbamate and 0.45 g of anhydrous zinc chloride was heated at 170°- 180°C for 1 hour, and then, distillating off the produced ethanol, heating was continued at that temperature for additional 1 hour. After cooling, chloroform was added thereto and insoluble material was filtered off. The chloroform layer was washed with water and dried over anhydrous sodium sulfate. The solvent was removed under reduced pressur... The reactants are BrCC(C(=O)O)=C (2-bromomethylacrylic acid), CCCCCCCCS (n-octylthiol), CN(C=O)C (dimethylformamide). Run in C(C)(=O)OCC (ethyl acetate). Yields the product C(CCCCCCC)SCC(C(=O)O)=C (2-[(n-octylthio)methyl]-2-propenoic acid). As a reaction SMILES: Br[CH2:2][C:3](=[CH2:7])[C:4]([OH:6])=[O:5].[CH3:8][CH2:9][CH2:10][CH2:11][CH2:12][CH2:13][CH2:14][CH2:15][SH:16].CN(C)C=O>C(OCC)(=O)C>[CH2:15]([S:16][CH2:2][C:3](=[CH2:7])[C:4]([OH:6])=[O:5])[CH2:14][CH2:13][CH2:12][CH2:11][CH2:10][CH2:9][CH3:8]. Procedure details: A mixture of 2-bromomethylacrylic acid (1.0 g, 6.0 mmol), n-octylthiol (1.2 mL, 6.6 mmol), and dimethylformamide (10 mL) is refluxed overnight. The mixture is then transferred to ethyl acetate and extracted with aqueous 10% hydrochloric acid and distilled water. The organic phase is concentrated in vacuo to afford the title compound as a white solid. Reactants: [C@@]12(C=CC[C@H](CC1)N2C)O (tropenol), [N+](=[N-])=C (diazomethane), ice, CN(C(=O)N)N=O (N-methyl-N-nitrosourea), [OH-].[K+] (KOH), [N+](=[N-])=C (diazomethane), [N+](=[N-])=C (diazomethane). Reagents/catalysts: C1=CC=C(C=C1)C#N.C1=CC=C(C=C1)C#N.Cl[Pd]Cl (bis(benzonitrile)dichloropalladium(II)). Run in C(C)OCC (diethyl ether), CO (methanol), C(C)OCC (diethyl ether). Conditions: time 10 minute. Yields the product CN1C2C3CC3C1CC(C2)O (9-methyl-9-azatricyclo[3.3.1.0*2.4*]nonan-7-ol). As a reaction SMILES: [OH-].[K+].[CH3:3]N(N=O)C(N)=O.[N+:10](=[CH2:12])=[N-].[C@@:13]12([OH:22])N(C)[C@@H:17]([CH2:18][CH2:19]1)[CH2:16][CH:15]=[CH:14]2>C(OCC)C.CO.C1C=CC(C#N)=CC=1.C1C=CC(C#N)=CC=1.Cl[Pd]Cl>[CH3:3][N:10]1[CH:12]2[CH2:19][CH:13]([OH:22])[CH2:14][CH:15]1[CH:16]1[CH:17]2[CH2:18]1 |f:0.1,7.8.9|. Procedure details: 35 mL (0.349 mol) of 40% aqueous KOH was covered with 100 mL diethyl ether and cooled in the ice bath, and 23.64 g (0.101 mol) of N-methyl-N-nitrosourea was added batchwise, then the mixture was stirred for 10 minutes. Then the ether phase was decanted off, again combined with diethyl ether, swirled around, and decanted off. The combined organic phases were dried over solid KOH while cooling with an ice bath and the solution obtained was further used. 25 mL of the diazomethane solution prepared ... Reactants: BrCCCOC1=CC=C(C=C1)C1=CC=C(C(=O)OC)C=C1 (methyl 4-[4′-(3-bromopropyoxy)phenyl]benzoate), C([O-])([O-])=O.[K+].[K+] (potassium carbonate), C[C@@H]1CNC[C@@H](O1)C (cis-2,6-dimethylmorpholine). Run in CN(C=O)C (N,N-dimethyformamide), C(C)(=O)OCC (ethyl acetate). Yields the product CC1OC(CN(C1)CCCOC1=CC=C(C=C1)C1=CC=C(C(=O)OC)C=C1)C (methyl 4-[4′-[3-(2,6-dimethylmorpholino)propoxy]phenyl]benzoate). Yield: 45.8%. Reaction SMILES: Br[CH2:2][CH2:3][CH2:4][O:5][C:6]1[CH:11]=[CH:10][C:9]([C:12]2[CH:21]=[CH:20][C:15]([C:16]([O:18][CH3:19])=[O:17])=[CH:14][CH:13]=2)=[CH:8][CH:7]=1.C(=O)([O-])[O-].[K+].[K+].[CH3:28][C@H:29]1[O:34][C@@H:33]([CH3:35])[CH2:32][NH:31][CH2:30]1>CN(C)C=O.C(OCC)(=O)C>[CH3:35][CH:33]1[CH2:32][N:31]([CH2:2][CH2:3][CH2:4][O:5][C:6]2[CH:11]=[CH:10][C:9]([C:12]3[CH:21]=[CH:20][C:15]([C:16]([O:18][CH3:19])=[O:17])=[CH:14][CH:13]=3)=[CH:8][CH:7]=2)[CH2:30][CH:29]([CH3:28])[O:34]1 |f:1.2.3|. Procedure: A solution of methyl 4-[4′-(3-bromopropyoxy)phenyl]benzoate (1.5 g), potassium carbonate (1.2 g) and cis-2,6-dimethylmorpholine (990.6 mg) in N,N-dimethyformamide was stirred for 15 hours at room temperature, then diluted with ethyl acetate and washed with water (5x), dried over magnesium sulfate, evaporated, then purified by silica gel chromatography (20:1 dichloromethane-ethanol elution) to give methyl 4-[4′-[3-(2,6-dimethylmorpholino)propoxy]phenyl]benzoate (755 mg).